This data is from the Open Reaction Database (ORD), a public repository of structured organic reaction records. The task is: describe an organic reaction: reactants, conditions, products, and yield The reactants are COC1=CC=C2C=CCCC2=C1 (7-Methoxy-1,2-dihydronaphthalene), [N+](=[N-])=CC(=O)OCC (ethyl diazoacetate). Yields the product COC=1C=C2CCC3C(C2=CC1)C3C(=O)OCC (Ethyl 5-methoxy-1a,2,3,7b-tetrahydro-1H-cyclopropa[a]naphthalene-1-carboxylate). Reagents/catalysts: C(C)(=O)[O-].[Rh+3].C(C)(=O)[O-].C(C)(=O)[O-] (rhodium acetate). Reported procedure: 7-Methoxy-1,2-dihydronaphthalene (8.8 g, 0.055 mol) was mixed with 1 ml of degassed absolute methylene chloride and 20 mg of rhodium acetate (appr. 0.1 mol %). The reaction mixture was bubbled with nitrogen and ethyl diazoacetate (2 eq, 50% solution in degassed abs. methylene chloride) was added slowly through the syringe (flow rate about 1 ml/hour) to the stirred solution at ambient temperature. Gas evolution started upon the addition. The reaction was monitored by GC. Additional amount of cata... The solvent is C(Cl)Cl (methylene chloride). Reaction SMILES: [CH3:1][O:2][C:3]1[CH:12]=[C:11]2[C:6]([CH:7]=[CH:8][CH2:9][CH2:10]2)=[CH:5][CH:4]=1.[N+](=[CH:15][C:16]([O:18][CH2:19][CH3:20])=[O:17])=[N-]>C([O-])(=O)C.[Rh+3].C([O-])(=O)C.C([O-])(=O)C.C(Cl)Cl>[CH3:1][O:2][C:3]1[CH:12]=[C:11]2[C:6](=[CH:5][CH:4]=1)[CH:7]1[CH:15]([C:16]([O:18][CH2:19][CH3:20])=[O:17])[CH:8]1[CH2:9][CH2:10]2 |f:2.3.4.5|. Reactants: C(C)(=O)N(N1C(N(N=C(C1)C=O)C(=O)OC(C)(C)C)=O)C(=O)OC(C)(C)C (tert-butyl 4-[acetyl(tert-butoxycarbonyl)amino]-6-formyl-3-oxo-5H-1,2,4-triazine-2-carboxylate), C[Mg+].[Br-] (MeMgBr). The solvent is C1CCOC1 (THF). Reaction conditions: time 20 hour. Yields the product C(C)(=O)NN1C(N(N=C(C1)C(C)O)C(=O)OC(C)(C)C)=O (tert-butyl 4-acetamido-6-(1-hydroxyethyl)-3-oxo-5H-1,2,4-triazine-2-carboxylate). As a reaction SMILES: [C:1]([N:4](C(OC(C)(C)C)=O)[N:5]1[CH2:10][C:9]([CH:11]=[O:12])=[N:8][N:7]([C:13]([O:15][C:16]([CH3:19])([CH3:18])[CH3:17])=[O:14])[C:6]1=[O:20])(=[O:3])[CH3:2].[CH3:28][Mg+].[Br-]>C1COCC1>[C:1]([NH:4][N:5]1[CH2:10][C:9]([CH:11]([OH:12])[CH3:28])=[N:8][N:7]([C:13]([O:15][C:16]([CH3:17])([CH3:18])[CH3:19])=[O:14])[C:6]1=[O:20])(=[O:3])[CH3:2] |f:1.2|. Reported procedure: To a solution of tert-butyl 4-[acetyl(tert-butoxycarbonyl)amino]-6-formyl-3-oxo-5H-1,2,4-triazine-2-carboxylate (1.15 g, 3.00 mmol) [prepared according to Example 1, Step F] in THF (11.0 mL) at 0° C. was slowly added MeMgBr (3M solution in Et2O, 1.50 mL, 4.50 mmol) via syringe. The reaction mixture was allowed to warm to room temperature and stirred for another 20 h. The reaction mixture was quenched with sat NH4Cl solution and the aqueous layer extracted EtOAc. After washing of the combined org... Reactants: FC(C(=O)O)(F)F (Trifluoroacetic acid), O (water), C(C1=CC=CC=C1)OCCC1=CC=C(C=C1)C=1C=NC=C(C1)OC[C@H]1N(CC1)C(=O)OC(C)(C)C (3-[4-[2-(benzyloxy)ethyl]phenyl]-5-[[1-(tert-butoxycarbonyl)-2(S)-azetidinyl]methoxy]pyridine). The solvent is C(Cl)Cl (CH2Cl2). Run at temperature 30 celsius, time 24 hour. The product is FC(C(=O)O)(F)F.N1[C@@H](CC1)COC=1C=NC=C(C1)C1=CC=C(C=C1)CCOCC1=CC=CC=C1 (3-[(2(S)-Azetidinyl)methoxy]-5-[4-[2-(benzyloxy)ethyl]phenyl]pyridine Trifluoroacetate). As a reaction SMILES: [F:1][C:2]([F:7])([F:6])[C:3]([OH:5])=[O:4].O.[CH2:9]([O:16][CH2:17][CH2:18][C:19]1[CH:24]=[CH:23][C:22]([C:25]2[CH:26]=[N:27][CH:28]=[C:29]([O:31][CH2:32][C@@H:33]3[CH2:36][CH2:35][N:34]3C(OC(C)(C)C)=O)[CH:30]=2)=[CH:21][CH:20]=1)[C:10]1[CH:15]=[CH:14][CH:13]=[CH:12][CH:11]=1>C(Cl)Cl>[F:1][C:2]([F:7])([F:6])[C:3]([OH:5])=[O:4].[NH:34]1[CH2:35][CH2:36][C@H:33]1[CH2:32][O:31][C:29]1[CH:28]=[N:27][CH:26]=[C:25]([C:22]2[CH:23]=[CH:24][C:19]([CH2:18][CH2:17][O:16][CH2:9][C:10]3[CH:15]=[CH:14][CH:13]=[CH:12][CH:11]=3)=[CH:20][CH:21]=2)[CH:30]=1 |f:4.5|. Procedure details: Trifluoroacetic acid (1.0 mL) and water (0.11 mL) were added to CH2Cl2 (5.5 mL). This mixture was added to 3-[4-[2-(benzyloxy)ethyl]phenyl]-5-[[1-(tert-butoxycarbonyl)-2(S)-azetidinyl]methoxy]pyridine (220 mg, 0.46 mmol) in a 25 mL round-bottom flask with a magnetic stirrer under N2. After stirring at 30° C. for 24 h, TLC analysis indicated that the starting material had disappeared. The reaction mixture was concentrated, and the residue was purified by preparative HPLC (SunFire Prep C18 column,...